This data is from the Open Reaction Database (ORD), a public repository of structured organic reaction records. The task is: describe an organic reaction: reactants, conditions, products, and yield Procedure details: To a solution of 5-(3,4-difluoro-phenyl)-morpholin-3-one (0.34 g, 1.57 mmol) in 10 mL of THF was added NaH (0.05 g, 1.9 mmol) and the resulting solution was stirred for 30 min. It was then transferred via a syringe into a solution of 4-nitrophenyl chloroformate in 20 mL of anhydrous THF at −78° C. under argon. The resulting solution was stirred for 2 hours after which the solvent was removed and the residue was purified by column chromatography on silica gel with 1:1 hexane/CH2Cl2 followed by CH... Product: [N+](=O)([O-])C1=CC=C(C=C1)OC(=O)N1C(COCC1=O)C1=CC(=C(C=C1)F)F (3-(3,4-difluorophenyl)-5-oxo-morpholine-4-carboxylic acid-4-nitro-phenyl ester). Starting materials: FC=1C=C(C=CC1F)C1COCC(N1)=O (5-(3,4-difluoro-phenyl)-morpholin-3-one), [H-].[Na+] (NaH), ClC(=O)OC1=CC=C(C=C1)[N+](=O)[O-] (4-nitrophenyl chloroformate). RXN SMILES: [F:1][C:2]1[CH:3]=[C:4]([CH:9]2[NH:14][C:13](=[O:15])[CH2:12][O:11][CH2:10]2)[CH:5]=[CH:6][C:7]=1[F:8].[H-].[Na+].Cl[C:19]([O:21][C:22]1[CH:27]=[CH:26][C:25]([N+:28]([O-:30])=[O:29])=[CH:24][CH:23]=1)=[O:20]>C1COCC1>[N+:28]([C:25]1[CH:24]=[CH:23][C:22]([O:21][C:19]([N:14]2[C:13](=[O:15])[CH2:12][O:11][CH2:10][CH:9]2[C:4]2[CH:5]=[CH:6][C:7]([F:8])=[C:2]([F:1])[CH:3]=2)=[O:20])=[CH:27][CH:26]=1)([O-:30])=[O:29] |f:1.2|. Run at time 30 minute. The solvent is C1CCOC1 (THF), C1CCOC1 (THF). Yield: 51.0%. The reactants are COC1=C(C2=C(OCCO2)C=C1)B(O)O (6-methoxy-2,3-dihydro-benzo[1,4]dioxin-5-yl-boronic acid), C(=O)([O-])[O-].[K+].[K+] (K2CO3), BrC(=C)C (2-bromopropene). Reagents/catalysts: C=1C=CC(=CC1)[P](C=2C=CC=CC2)(C=3C=CC=CC3)[Pd]([P](C=4C=CC=CC4)(C=5C=CC=CC5)C=6C=CC=CC6)([P](C=7C=CC=CC7)(C=8C=CC=CC8)C=9C=CC=CC9)[P](C=1C=CC=CC1)(C=1C=CC=CC1)C=1C=CC=CC1 (Pd(Ph3P)4). Run in COCCOC (DME). Product: C(=C)(C)C1=C(C=CC=2OCCOC21)OC.C=CC(C)=C (isoprene 5-isopropenyl-6-methoxy-2,3-dihydro-benzo[1,4]dioxine). Reaction SMILES: Br[C:2]([CH3:4])=[CH2:3].[CH3:5][O:6][C:7]1[CH:16]=[CH:15][C:10]2[O:11][CH2:12][CH2:13][O:14][C:9]=2[C:8]=1B(O)O.[C:20]([O-])([O-])=O.[K+].[K+]>COCCOC.C1C=CC([P]([Pd]([P](C2C=CC=CC=2)(C2C=CC=CC=2)C2C=CC=CC=2)([P](C2C=CC=CC=2)(C2C=CC=CC=2)C2C=CC=CC=2)[P](C2C=CC=CC=2)(C2C=CC=CC=2)C2C=CC=CC=2)(C2C=CC=CC=2)C2C=CC=CC=2)=CC=1>[C:2]([C:8]1[C:9]2[O:14][CH2:13][CH2:12][O:11][C:10]=2[CH:15]=[CH:16][C:7]=1[O:6][CH3:5])([CH3:4])=[CH2:3].[CH2:10]=[CH:15][C:16](=[CH2:7])[CH3:20] |f:2.3.4,7.8,^1:35,37,56,75|. Procedure details: To a solution of 2-bromopropene (5.4 ml, 59 mmol) in 200 mL DME was added Pd(Ph3P)4 (3.116, 2.8 mmol). After 30 min 6-methoxy-2,3-dihydro-benzo[1,4]dioxin-5-yl-boronic acid (13.320 g, 58.6 mmol) and K2CO3 (8.099 g, 58.6 mmol) was added. The mixture was warmed to reflux. After 16 hours the mixture was cooled, filtered through a pad of celite and concentrated in vacuo. The residue was dissolved in H2O and extracted with ethyl acetate. The combined organics were washed with saturated NaHCO3, dried ... Reactants: C([O-])([O-])=O.[Cs+].[Cs+] (cesium carbonate), ClCOC (chloromethylmethylether), FC1=C(C=O)C(=CC(=C1)O)O (2-Fluoro-4,6-dihydroxybenzaldehyde). Run in CC#N (MeCN). Conditions: time 1 hour. Yields the product FC1=C(C=O)C(=CC(=C1)OCOC)O (2-fluoro-6-hydroxy-4-(methoxymethoxy)benzaldehyde). Reaction SMILES: [F:1][C:2]1[CH:9]=[C:8]([OH:10])[CH:7]=[C:6]([OH:11])[C:3]=1[CH:4]=[O:5].C(=O)([O-])[O-].[Cs+].[Cs+].Cl[CH2:19][O:20][CH3:21]>CC#N>[F:1][C:2]1[CH:9]=[C:8]([O:10][CH2:19][O:20][CH3:21])[CH:7]=[C:6]([OH:11])[C:3]=1[CH:4]=[O:5] |f:1.2.3|. Procedure details: 2-Fluoro-4,6-dihydroxybenzaldehyde (12 g) was dissolved in MeCN (250 mL), and cesium carbonate (25.1 g) and chloromethylmethylether (6.95 mL) were added thereto, followed by stirring at room temperature for 1 hour. The insoluble materials were removed by filtration through celite and the filtrate was concentrated. The residue was purified by silica gel column chromatography (automatic purification device, hexane:EtOAc=100:0 to 94:6) to obtain 2-fluoro-6-hydroxy-4-(methoxymethoxy)benzaldehyde (11...